Task: describe an organic reaction: reactants, conditions, products, and yield. Dataset: the Open Reaction Database (ORD), a public repository of structured organic reaction records The reactants are O=C1N(C=CC=C1)C(C(=O)OC(C)(C)C)C (Tert-butyl 2-(2-oxopyridin-1(2H)-yl)propanoate), Cl (hydrogen chloride). The solvent is O1CCOCC1 (1,4-dioxane), O1CCOCC1 (1,4-dioxane). Run at time 8 hour. The product is O=C1N(C=CC=C1)C(C(=O)O)C (2-(2-Oxopyridin-1(2H)-yl)propanoic acid). Yield: 99.7%. RXN SMILES: [O:1]=[C:2]1[CH:7]=[CH:6][CH:5]=[CH:4][N:3]1[CH:8]([CH3:16])[C:9]([O:11]C(C)(C)C)=[O:10].Cl>O1CCOCC1>[O:1]=[C:2]1[CH:7]=[CH:6][CH:5]=[CH:4][N:3]1[CH:8]([CH3:16])[C:9]([OH:11])=[O:10]. Reported procedure: To a stirred suspension of 16.6 g (74.4 mmol) of tert-butyl 2-(2-oxopyridin-1(2H)-yl)propanoate from step A above in 10 mL of anhydrous 1,4-dioxane under an atmosphere of nitrogen was added 150 mL of a 4.0 M hydrogen chloride solution in 1,4-dioxane. The resulting solution was stirred overnight at ambient temperature then evaporated to dryness in vacuo to afford the title compound as a white solid (12.4 g, quantitative yield). LC-MS: m/z (ES) 168 (MH)+ Reactants: CC(=O)C (acetone), BrC=1C=NC=C(C1)Br (3,5-dibromopyridine), solution, C(C)(C)[Mg]Cl (isopropylmagnesium chloride). Solvent: C1CCOC1 (THF), C1CCOC1 (THF). Run at time 2 hour. The product is BrC=1C=C(C=NC1)C(C)(C)O (2-(5-Bromo-pyridin-3-yl)-propan-2-ol). RXN SMILES: Br[C:2]1[CH:3]=[N:4][CH:5]=[C:6]([Br:8])[CH:7]=1.C([Mg]Cl)(C)C.[CH3:14][C:15]([CH3:17])=[O:16]>C1COCC1>[Br:8][C:6]1[CH:7]=[C:2]([C:15]([OH:16])([CH3:17])[CH3:14])[CH:3]=[N:4][CH:5]=1. Procedure: To a solution of 3,5-dibromopyridine (Aldrich, Buchs, Switzerland, 4.6 mmol) in dry THF under Ar was added slowly a ˜2 M solution of isopropylmagnesium chloride in THF (2.76 ml). The RM was stirred for 2 h at it then was added acetone (6.9 mmol) and the RM was stirred for 2 h at rt. The RM was quenched with brine and extracted with EtOAc (2×). The combined organic layers were washed with brine, dried over Na2SO4, filtered and evaporated. The residue was absorbed on silica gel and purified by fla... Reactants: N([C@@H](C(C)C)C(=O)O)C(=O)OC(C)(C)C (BOC-Val-OH), Cl (HCl), N1[C@H](C(=O)N2[C@H](C(=O)OCC3=CC=CC=C3)CCC2)CCC1 (H-Pro-Pro-OBzl). The product is N([C@@H](C(C)C)C(=O)N1[C@H](C(=O)N2[C@H](C(=O)OCC3=CC=CC=C3)CCC2)CCC1)C(=O)OC(C)(C)C (BOC-Val-Pro-Pro-OBzl). Yield: 70.0%. As a reaction SMILES: [NH:1]([C:9]([O:11][C:12]([CH3:15])([CH3:14])[CH3:13])=[O:10])[C@H:2]([C:6]([OH:8])=O)[CH:3]([CH3:5])[CH3:4].Cl.[NH:17]1[CH2:38][CH2:37][CH2:36][C@H:18]1[C:19]([N:21]1[CH2:35][CH2:34][CH2:33][C@H:22]1[C:23]([O:25][CH2:26][C:27]1[CH:32]=[CH:31][CH:30]=[CH:29][CH:28]=1)=[O:24])=[O:20]>>[NH:1]([C:9]([O:11][C:12]([CH3:15])([CH3:14])[CH3:13])=[O:10])[C@H:2]([C:6]([N:17]1[CH2:38][CH2:37][CH2:36][C@H:18]1[C:19]([N:21]1[CH2:35][CH2:34][CH2:33][C@H:22]1[C:23]([O:25][CH2:26][C:27]1[CH:28]=[CH:29][CH:30]=[CH:31][CH:32]=1)=[O:24])=[O:20])=[O:8])[CH:3]([CH3:4])[CH3:5]. Procedure: Starting from 13.79 g (63.45 mmol) of BOC-Val-OH and 21.5 g (63.45 mmol) of HCl.H-Pro-Pro-OBzl (VIII) and operating as described in Step 7, 22.28 g (70% yield) of compound IX were obtained as an oil after purification by column chromatography on silica gel (Merck) 0.040-0.063 mm eluting with ethyl acetate: methanol=98:2. The reactants are BrC1=C(N=CN1C)C1=NC=CC(=C1)C#N (2-(5-bromo-1-methyl-1H-imidazol-4-yl)pyridine-4-carbonitrile), CNC(=O)C=1C=C(C=CC1)B(O)O (3-(N-methylaminocarbonyl)phenylboronic acid). The product is C(#N)C1=CC(=NC=C1)C=1N=CN(C1C=1C=C(C(=O)NC)C=CC1)C (3-[4-(4-cyanopyridin-2-yl)-1-methyl-1H-imidazol-5-yl]-N-methylbenzamide). Reaction SMILES: Br[C:2]1[N:6]([CH3:7])[CH:5]=[N:4][C:3]=1[C:8]1[CH:13]=[C:12]([C:14]#[N:15])[CH:11]=[CH:10][N:9]=1.[CH3:16][NH:17][C:18]([C:20]1[CH:21]=[C:22](B(O)O)[CH:23]=[CH:24][CH:25]=1)=[O:19]>>[C:14]([C:12]1[CH:11]=[CH:10][N:9]=[C:8]([C:3]2[N:4]=[CH:5][N:6]([CH3:7])[C:2]=2[C:24]2[CH:25]=[C:20]([CH:21]=[CH:22][CH:23]=2)[C:18]([NH:17][CH3:16])=[O:19])[CH:13]=1)#[N:15]. Procedure details: The title compound was prepared from 2-(5-bromo-1-methyl-1H-imidazol-4-yl)pyridine-4-carbonitrile and 3-(N-methylaminocarbonyl)phenylboronic acid according to the procedure for the preparation of Example 3, part A. [M+H] Calc'd for C18H15N5O, 318. Found, 318. The reactants are CO, O=C[O-], Cc1cc(C)c2c(c1)C(N(Cc1cc(C(F)(F)F)cc(C(F)(F)F)c1)c1nnn(C)n1)CCCN2C(=O)OCc1ccccc1, [NH4+]. Product: Cc1cc(C)c2c(c1)C(N(Cc1cc(C(F)(F)F)cc(C(F)(F)F)c1)c1nnn(C)n1)CCCN2. Reaction SMILES: [CH3:50][OH:51].[CH:1]([O-:2])=[O:3].[F:5][C:6]([c:7]1[cH:8][c:9]([CH2:10][N:11]([CH:12]2[c:13]3[c:14]([c:29]([CH3:34])[cH:30][c:31]([CH3:33])[cH:32]3)[N:15]([C:19]([O:20][CH2:21][c:22]3[cH:23][cH:24][cH:25][cH:26][cH:27]3)=[O:28])[CH2:16][CH2:17][CH2:18]2)[c:35]2[n:36][n:37][n:38]([CH3:40])[n:39]2)[cH:41][c:42]([C:44]([F:45])([F:46])[F:47])[cH:43]1)([F:48])[F:49].[NH4+:4]>>[F:5][C:6]([c:7]1[cH:8][c:9]([CH2:10][N:11]([CH:12]2[c:13]3[c:14]([c:29]([CH3:34])[cH:30][c:31]([CH3:33])[cH:32]3)[NH:15][CH2:16][CH2:17][CH2:18]2)[c:35]2[n:36][n:37][n:38]([CH3:40])[n:39]2)[cH:41][c:42]([C:44]([F:45])([F:46])[F:47])[cH:43]1)([F:48])[F:49]. Starting materials: O (water), N (ammonia), FC(C(F)(F)F)(OC1=C(C=CC=C1)S(=O)(=O)Cl)F (2-pentafluoroethoxyphenylsulfonyl chloride). The solvent is C(Cl)Cl (methylene chloride), C(Cl)Cl (methylene chloride). Yields the product FC(C(F)(F)F)(OC1=C(C=CC=C1)S(=O)(=O)N)F (2-pentafluoroethoxyphenylsulfonamide). Reaction SMILES: O.[NH3:2].[F:3][C:4]([F:20])([O:9][C:10]1[CH:15]=[CH:14][CH:13]=[CH:12][C:11]=1[S:16](Cl)(=[O:18])=[O:17])[C:5]([F:8])([F:7])[F:6]>C(Cl)Cl>[F:3][C:4]([F:20])([O:9][C:10]1[CH:15]=[CH:14][CH:13]=[CH:12][C:11]=1[S:16]([NH2:2])(=[O:18])=[O:17])[C:5]([F:8])([F:7])[F:6]. Reported procedure: To a mixture of 250 ml of methylene chloride, 250 ml of water and 250 ml of 30% ammonia solution is slowly added a solution of the crude 2-pentafluoroethoxyphenylsulfonyl chloride obtained in Example 1(a), in 50 ml of methylene chloride. After the exothermic reaction has subsided, the reaction mixture is refluxed for 2 hours. The organic phase is washed with water, dried over sodium sulfate, and evaporated to dryness. Recrystallisation from methanol yields 65 g of 2-pentafluoroethoxyphenylsulfon...